From a dataset of the Open Reaction Database (ORD), a public repository of structured organic reaction records. describe an organic reaction: reactants, conditions, products, and yield Reactants: COC([C@@H](N)CC(SC)C(C1=C(C(C(C=C1)=C)NC=1N=C(NC1)C1CC=CC=C1)C1=CC=CC=C1)=O)=O (4-[N-(1-H-2-Phenylimidazole-4-yl)methylene(amino-2-phenylbenzoyl)]-methionine-methylester), [OH-].[Li+] (Lithium hydroxide), Cl (HCl). Solvent: C1CCOC1 (THF). Product: C1(CC=CC=C1)C=1NC=C(N1)NC1C(=C(C(=O)C(C[C@H](N)C(=O)O)SC)C=CC1=C)C1=CC=CC=C1 (4-[N-(1-H-2-Phenylimidazole-4-yl)methylene(amino-2-phenylbenzoyl)]-methionine). Isolated yield 22.0%. As a reaction SMILES: C[O:2][C:3](=[O:37])[C@H:4]([CH2:6][CH:7]([C:10](=[O:36])[C:11]1[CH:16]=[CH:15][C:14](=[CH2:17])[CH:13]([NH:18][C:19]2[N:20]=[C:21]([CH:24]3[CH:29]=[CH:28][CH:27]=[CH:26][CH2:25]3)[NH:22][CH:23]=2)[C:12]=1[C:30]1[CH:35]=[CH:34][CH:33]=[CH:32][CH:31]=1)[S:8][CH3:9])[NH2:5].[OH-].[Li+].Cl>C1COCC1>[CH:24]1([C:21]2[NH:22][CH:23]=[C:19]([NH:18][CH:13]3[C:14](=[CH2:17])[CH:15]=[CH:16][C:11]([C:10]([CH:7]([S:8][CH3:9])[CH2:6][C@@H:4]([C:3]([OH:37])=[O:2])[NH2:5])=[O:36])=[C:12]3[C:30]3[CH:31]=[CH:32][CH:33]=[CH:34][CH:35]=3)[N:20]=2)[CH:25]=[CH:26][CH:27]=[CH:28][CH2:29]1 |f:1.2|. Reported procedure: The compound of Example 382A (0.1 g, 0.19 mmol) was dissolved into 2 mL. of THF and cooled to 0° C. Lithium hydroxide (2 mLs, 0.5M) was slowly added to the reaction mixture and stirred for 3 Hrs. The pH was adjusted using 0.5 M HCl and a white precipitate was collected by vacuum filtration and purified twice by reverse phase preparative HPLC (Waters 25×10 cm, C-18 column, 220 nm UV detector, flow rate 15 mLs/min, linear gradient from 5% acetonitrile and 95% water containing 0.1% TFA to 60% aceto... The reactants are ClCCl, Cc1ccc(S(=O)(=O)Cl)cc1, OCCC(O)c1ccccc1. Yields the product Cc1ccc(S(=O)(=O)OCCC(O)c2ccccc2)cc1. As a reaction SMILES: [Cl:23][CH2:24][Cl:25].[c:12]1([CH3:22])[cH:13][cH:14][c:15]([S:18](=[O:19])(=[O:20])[Cl:21])[cH:16][cH:17]1.[c:1]1([CH:7]([CH2:8][CH2:9][OH:10])[OH:11])[cH:2][cH:3][cH:4][cH:5][cH:6]1>>[c:1]1([CH:7]([CH2:8][CH2:9][O:10][S:18]([c:15]2[cH:14][cH:13][c:12]([CH3:22])[cH:17][cH:16]2)(=[O:19])=[O:20])[OH:11])[cH:2][cH:3][cH:4][cH:5][cH:6]1. The reactants are C(C)(=O)OC(C)=O (acetic anhydride), NCCNC1=C(C=C(C=C1)C=1C(CC(NN1)=O)C)[N+](=O)[O-] (6-[4-(2-aminoethyl)amino-3-nitro-phenyl]-4,5-dihydro-5-methyl-3(2H)-pyridazinone), ClCCl (dichloromethane). Solvent: C(C)(=O)O (acetic acid). Conditions: time 20 hour. Product: C(C)(=O)NCCNC1=C(C=C(C=C1)C=1C(CC(NN1)=O)C)[N+](=O)[O-] (6-[4-(2-acetamidoethyl)amino-3-nitro-phenyl]-4,5-dihydro-5-methyl-3(2H)-pyridazinone). RXN SMILES: [C:1](OC(=O)C)(=[O:3])[CH3:2].[NH2:8][CH2:9][CH2:10][NH:11][C:12]1[CH:17]=[CH:16][C:15]([C:18]2[CH:19]([CH3:25])[CH2:20][C:21](=[O:24])[NH:22][N:23]=2)=[CH:14][C:13]=1[N+:26]([O-:28])=[O:27].ClCCl>C(O)(=O)C>[C:1]([NH:8][CH2:9][CH2:10][NH:11][C:12]1[CH:17]=[CH:16][C:15]([C:18]2[CH:19]([CH3:25])[CH2:20][C:21](=[O:24])[NH:22][N:23]=2)=[CH:14][C:13]=1[N+:26]([O-:28])=[O:27])(=[O:3])[CH3:2]. Procedure details: 0.40 ml (4.23 mmol) of acetic anhydride is added to a solution of 1.00 g (3.43 mmol) of 6-[4-(2-aminoethyl)amino-3-nitro-phenyl]-4,5-dihydro-5-methyl-3(2H)-pyridazinone in 10 ml of glacial acetic acid and the solution is stirred at room temperature for 20 hours. The precipitated solid is suction filtered and washed with 5 ml of dichloromethane. The mother liquor is concentrated by evaporation under vacuum and the residue obtained is stirred up with 5 ml of dichloromethane and filtered. The two c... RXN SMILES: [CH3:1][O:2][C:3]1[CH:4]=[C:5]([NH:11][C:12]2[C:13]3[N:29]=[CH:28][S:27][C:14]=3[N:15]=[C:16]([C:18]3[CH:19]=[C:20]([CH:24]=[CH:25][CH:26]=3)[C:21]([OH:23])=O)[N:17]=2)[CH:6]=[CH:7][C:8]=1[O:9][CH3:10].CCN(C(C)C)C(C)C.[N:39]1([C:46]([O:48][C:49]([CH3:52])([CH3:51])[CH3:50])=[O:47])[CH2:45][CH2:44][CH2:43][NH:42][CH2:41][CH2:40]1.C1N(P(Cl)(N2C(=O)OCC2)=O)C(=O)OC1>C1COCC1>[C:49]([O:48][C:46]([N:39]1[CH2:45][CH2:44][CH2:43][N:42]([C:21](=[O:23])[C:20]2[CH:24]=[CH:25][CH:26]=[C:18]([C:16]3[N:17]=[C:12]([NH:11][C:5]4[CH:6]=[CH:7][C:8]([O:9][CH3:10])=[C:3]([O:2][CH3:1])[CH:4]=4)[C:13]4[N:29]=[CH:28][S:27][C:14]=4[N:15]=3)[CH:19]=2)[CH2:41][CH2:40]1)=[O:47])([CH3:52])([CH3:50])[CH3:51]. Conditions: time 16 hour. Reported procedure: To a stirred solution of 3-[7-(3,4-dimethoxy-phenylamino)-thiazolo[5,4-d]pyrimidin-5-yl]-benzoic acid (95 mg, 0.23 mmol) in 10 mL of THF was added DIEA (30 mg, 0.23 mmol) at room temperature. Then tert-butyl 1,4-diazepane-1-carboxylate (60 mg, 0.3 mmol), BOP-Cl (76 mg, 0.3 mmol) and DIEA (59 mg, 0.46 mmol) were added and the reaction mixture was stirred at room temperature for 16 hours. The solvent was evaporated and the residue was purified by silica gel chromatography (silica gel 200-300 mesh,... The yield is 95.7%. Product: C(C)(C)(C)OC(=O)N1CCN(CCC1)C(C1=CC(=CC=C1)C=1N=C(C2=C(N1)SC=N2)NC2=CC(=C(C=C2)OC)OC)=O (4-{3-[7-(3,4-dimethoxy-phenylamino)-thiazolo[5,4-d]pyrimidin-5-yl]-benzoyl}-[1,4]-diazepane-1-carboxylic acid tert-butyl ester). The solvent is C1CCOC1 (THF). Reactants: N1(CCNCCC1)C(=O)OC(C)(C)C (tert-butyl 1,4-diazepane-1-carboxylate), C1COC(=O)N1P(=O)(N2CCOC2=O)Cl (BOP-Cl), CCN(C(C)C)C(C)C (DIEA), COC=1C=C(C=CC1OC)NC=1C2=C(N=C(N1)C=1C=C(C(=O)O)C=CC1)SC=N2 (3-[7-(3,4-dimethoxy-phenylamino)-thiazolo[5,4-d]pyrimidin-5-yl]-benzoic acid), CCN(C(C)C)C(C)C (DIEA). Reactants: CS(=O)C (DMSO), [OH-].[Na+] (NaOH), OO (hydrogen peroxide), NC1(CCN(CC1)S(=O)(=O)\C=C\C1=C(C=C(C=C1C)NC)C)C#N (4-amino-1-[(E)-2-(2,6-dimethyl-4-methylamino-phenyl)-ethenesulfonyl]-piperidine-4-carbonitrile), [O-]S(=O)(=S)[O-].[Na+].[Na+] (Na2S2O3). Run in CO (MeOH). Conditions: time 2.5 hour. Yields the product NC1(CCN(CC1)S(=O)(=O)\C=C\C1=C(C=C(C=C1C)NC)C)C(=O)N (4-amino-1-[(E)-2-(2,6-dimethyl-4-methylamino-phenyl)-ethenesulfonyl]-piperidine-4-carboxylic amide). Isolated yield 69.6%. As a reaction SMILES: CS(C)=[O:3].[OH-].[Na+].OO.[NH2:9][C:10]1([C:31]#[N:32])[CH2:15][CH2:14][N:13]([S:16](/[CH:19]=[CH:20]/[C:21]2[C:26]([CH3:27])=[CH:25][C:24]([NH:28][CH3:29])=[CH:23][C:22]=2[CH3:30])(=[O:18])=[O:17])[CH2:12][CH2:11]1.[O-]S([O-])(=S)=O.[Na+].[Na+]>CO>[NH2:9][C:10]1([C:31]([NH2:32])=[O:3])[CH2:15][CH2:14][N:13]([S:16](/[CH:19]=[CH:20]/[C:21]2[C:22]([CH3:30])=[CH:23][C:24]([NH:28][CH3:29])=[CH:25][C:26]=2[CH3:27])(=[O:17])=[O:18])[CH2:12][CH2:11]1 |f:1.2,5.6.7|. Reported procedure: DMSO (0.9 ml, 12.8 mmol), a 1 N aqueous NaOH solution (1.06 ml, 1.06 mmol) and 30% aqueous hydrogen peroxide (0.72 ml, 6.40 mmol) were sequentially added to a solution of 4-amino-1-[(E)-2-(2,6-dimethyl-4-methylamino-phenyl)-ethenesulfonyl]-piperidine-4-carbonitrile (1.85 g, 5.33 mmol) in MeOH (30 ml) at 0° C., and the mixture was stirred at room temperature for 2.5 hours. A saturated Na2S2O3 solution was added to the reaction mixture, and the precipitated solid was obtained by suction filtration... Starting materials: 15, C(OCC)(OCC)OCC (triethyl orthoformate), BrC=1C=C(C(=C(C=O)C1)OC)OC(F)(F)F (5-bromo-2-methoxy-3-trifluoromethoxybenzaldehyde). Solvent: CCCCCC (n-hexane). Yields the product BrC=1C=C(C(=C(C1)C(OCC)OCC)OC)OC(F)(F)F (5-bromo-1-diethoxymethyl-2-methoxy-3-trifluoromethoxybenzene). Reaction SMILES: [Br:1][C:2]1[CH:3]=[C:4]([O:12][C:13]([F:16])([F:15])[F:14])[C:5]([O:10][CH3:11])=[C:6]([CH:9]=1)C=O.[CH:17]([O:24][CH2:25][CH3:26])([O:21][CH2:22][CH3:23])OCC>CCCCCC>[Br:1][C:2]1[CH:3]=[C:4]([O:12][C:13]([F:14])([F:15])[F:16])[C:5]([O:10][CH3:11])=[C:6]([CH:17]([O:21][CH2:22][CH3:23])[O:24][CH2:25][CH3:26])[CH:9]=1. Procedure: 5-bromo-2-methoxy-3-trifluoromethoxybenzaldehyde (5.22 g) was dissolved in n-hexane (15 mL) and triethyl orthoformate (4.4 mL), and Amberlyst-15 (522 mg) was added to the solution, and then the mixture was refluxed for 3 hours. The reaction solution was filtered, and then the solvent was distilled off under reduced pressure to obtain the title compound (6.19 g) as a brown oily substance. Reactants: BrC=1C(=C(C(=O)N)C=CC1)F (3-bromo-2-fluorobenzamide), S(C)C (Me2S). The solvent is C1CCOC1 (THF). Run at time 2 hour. Yields the product BrC=1C(=C(C=CC1)CN)F ([(3-Bromo-2-fluorophenyl)methyl]amine). The yield is 46.3%. RXN SMILES: [Br:1][C:2]1[C:3]([F:11])=[C:4]([CH:8]=[CH:9][CH:10]=1)[C:5]([NH2:7])=O.S(C)C>C1COCC1>[Br:1][C:2]1[C:3]([F:11])=[C:4]([CH2:5][NH2:7])[CH:8]=[CH:9][CH:10]=1. Procedure details: To a solution of 3-bromo-2-fluorobenzamide (3.0 g, 13.76 mmol) in THF (50 mL) was added BH3.Me2S (1.57 mL, 20.6 mmol) and stirred at 50° C. for 2 h (monitored by TLC). The reaction was quenched by adding HCl (20 mL, 3 N) and the result mixture was stirred for 2 h before THF was removed under vacuum. The aqueous layer was extracted with AcOEt (30 mL), and then was adjusted to pH=9.0 with NaOH (1 N). The aqueous layer was extracted with AcOEt (50 mL×2). The combined organic layers were washed with... Reactants: [OH-].[Na+] (NaOH), ClC1=C(C(=O)OC)C=C(C=C1NS(=O)(=O)C(F)(F)F)Cl (methyl 2,5-dichloro-3-{[(trifluoromethyl) sulfonyl]amino}benzoate), Cl (HCl). The solvent is CO (methanol). Run at time 18 hour. Yields the product Cl.ClC1=C(C(=O)O)C=C(C=C1NS(=O)(=O)C(F)(F)F)Cl (2,5-dichloro-3-{[(trifluoromethyl) sulfonyl]amino}benzoic acid hydrochloride). Reaction SMILES: [Cl:1][C:2]1[C:11]([NH:12][S:13]([C:16]([F:19])([F:18])[F:17])(=[O:15])=[O:14])=[CH:10][C:9]([Cl:20])=[CH:8][C:3]=1[C:4]([O:6]C)=[O:5].[OH-].[Na+].Cl>CO>[ClH:1].[Cl:1][C:2]1[C:11]([NH:12][S:13]([C:16]([F:19])([F:17])[F:18])(=[O:14])=[O:15])=[CH:10][C:9]([Cl:20])=[CH:8][C:3]=1[C:4]([OH:6])=[O:5] |f:1.2,5.6|. Procedure details: Crude methyl 2,5-dichloro-3-{[(trifluoromethyl) sulfonyl]amino}benzoate (4.0 g) was dissolved in methanol (30 ml) and 4N NaOH (30 ml) was added while stirring at room temperature for 18 hrs. Removed solvent and added 4N HCl (10 ml). Stirred at room temperature for 4 hours. Filtered off solid to give 2,5-dichloro-3-{[(trifluoromethyl) sulfonyl]amino}benzoic acid hydrochloride in quantitative yield. The reactants are CC(C)(C)N=C=S, CCO, NC(CO)Cc1ccccc1. The product is CC(C)(C)NC(=S)NC(CO)Cc1ccccc1. As a reaction SMILES: [C:12]([CH3:13])([CH3:14])([CH3:15])[N:16]=[C:17]=[S:18].[CH3:19][CH2:20][OH:21].[NH2:1][CH:2]([CH2:3][OH:4])[CH2:5][c:6]1[cH:7][cH:8][cH:9][cH:10][cH:11]1>>[NH:1]([CH:2]([CH2:3][OH:4])[CH2:5][c:6]1[cH:7][cH:8][cH:9][cH:10][cH:11]1)[C:17]([NH:16][C:12]([CH3:13])([CH3:14])[CH3:15])=[S:18]. Starting materials: COc1cc(N)c(C2CC(C)(C)CC(C)(C)C2)cc1OC, ClCCNCCCl, Clc1ccccc1Cl, Cl. Product: COc1cc(C2CC(C)(C)CC(C)(C)C2)c(N2CCNCC2)cc1OC. RXN SMILES: [CH3:1][O:2][c:3]1[cH:4][c:5]([CH:12]2[CH2:13][C:14]([CH3:20])([CH3:21])[CH2:15][C:16]([CH3:18])([CH3:19])[CH2:17]2)[c:6]([NH2:11])[cH:7][c:8]1[O:9][CH3:10].[Cl:23][CH2:24][CH2:25][NH:26][CH2:27][CH2:28][Cl:29].[Cl:30][c:31]1[c:32]([Cl:33])[cH:34][cH:35][cH:36][cH:37]1.[ClH:22]>>[CH3:1][O:2][c:3]1[cH:4][c:5]([CH:12]2[CH2:13][C:14]([CH3:20])([CH3:21])[CH2:15][C:16]([CH3:18])([CH3:19])[CH2:17]2)[c:6]([N:11]2[CH2:24][CH2:25][NH:26][CH2:27][CH2:28]2)[cH:7][c:8]1[O:9][CH3:10].